This data is from the Open Reaction Database (ORD), a public repository of structured organic reaction records. The task is: describe an organic reaction: reactants, conditions, products, and yield RXN SMILES: [I-:1].F[C:3]1[CH:12]=[CH:11][C:10]2[N:9]3[C:13]4[CH:22]=[CH:21][C:20]5[CH:19]=[CH:18][CH:17]=[CH:16][C:15]=5[N+:14]=4[CH:23]=[C:8]3[CH:7]=[CH:6][C:5]=2[CH:4]=1.[NH:24]1[CH2:29][CH2:28][O:27][CH2:26][CH2:25]1>CN(C)C=O>[I-:1].[N:24]1([C:3]2[CH:12]=[CH:11][C:10]3[N:9]4[C:13]5[CH:22]=[CH:21][C:20]6[CH:19]=[CH:18][CH:17]=[CH:16][C:15]=6[N+:14]=5[CH:23]=[C:8]4[CH:7]=[CH:6][C:5]=3[CH:4]=2)[CH2:29][CH2:28][O:27][CH2:26][CH2:25]1 |f:0.1,4.5|. The product is [I-].N1(CCOCC1)C1=CC=2C=CC=3N(C2C=C1)C1=[N+](C=2C=CC=CC2C=C1)C3 (10-(4-morpholinyl)imidazo[1,2-a:3,4-a']diquinolin-15-ium iodide). Procedure: A mixture of 1.04 g. of 10-fluoroimidazo[1,2-a:3,4-a']diquinolin-15-ium iodide, 3.0 ml. of morpholine and 40 ml. of dimethylformamide is heated at gentle reflux for 40 hours, treated with 1.5 g. of sodium iodide and evaporated at reduced pressure to give 10-(4-morpholinyl)imidazo[1,2-a:3,4-a']diquinolin-15-ium iodide; m.p. >300° C. after two crystallizations from aqueous methanol. Solvent: CN(C=O)C (dimethylformamide). Reactants: [I-].FC1=CC=2C=CC=3N(C2C=C1)C1=[N+](C=2C=CC=CC2C=C1)C3 (10-fluoroimidazo[1,2-a:3,4-a']diquinolin-15-ium iodide), N1CCOCC1 (morpholine). The reactants are C(C1=CC=CC=C1)OC1=C(C(=CC(=C1)[N+](=O)[O-])I)O (2-benzyloxy-6-iodo-4-nitrophenol), crude product, C(C)OCC1COC2=C(O1)C=C(C=C2I)[N+](=O)[O-] (2-(ethoxymethyl)-5-iodo-7-nitro-1,4-benzodioxane), C(Cl)C1CO1 (epichlorohydrine), OCC1COC2=C(O1)C=C(C=C2I)[N+](=O)[O-] (2-(hydroxymethyl)-5-iodo-7-nitro-1,4-benzodioxane), C(C)OCC1COC2=C(O1)C=C(C=C2C(F)(F)F)[N+](=O)[O-] (2-(ethoxymethyl)-7-nitro-5-(trifluoromethyl)-1,4-benzodioxan). Reagents/catalysts: [Cu] (copper), [Pd] (palladium). Run in CN(C=O)C (dimethylformamide). The product is NC=1C=C(C2=C(OC(CO2)COCC)C1)C(F)(F)F (7-amino-2-(ethoxymethyl)-5-(trifluoromethyl)-1,4-benzodioxan). RXN SMILES: C(OC1C=C([N+]([O-])=O)C=C(I)C=1O)C1C=CC=CC=1.C(C1OC1)Cl.OCC1OC2C=C([N+]([O-])=O)C=C(I)C=2OC1.C(OCC1OC2C=C([N+]([O-])=O)C=C(I)C=2OC1)C.[CH2:59]([O:61][CH2:62][CH:63]1[O:68][C:67]2[CH:69]=[C:70]([N+:77]([O-])=O)[CH:71]=[C:72]([C:73]([F:76])([F:75])[F:74])[C:66]=2[O:65][CH2:64]1)[CH3:60]>CN(C)C=O.[Cu].[Pd]>[NH2:77][C:70]1[CH:71]=[C:72]([C:73]([F:76])([F:75])[F:74])[C:66]2[O:65][CH2:64][CH:63]([CH2:62][O:61][CH2:59][CH3:60])[O:68][C:67]=2[CH:69]=1. Procedure details: 2-benzyloxy-4-nitrophenyl was iodinated to 2-benzyloxy-6-iodo-4-nitrophenol of melting point 143°C-145°C in the manner described for an analogous compound in J.Am.Chem. Soc. 75 4290 (1953). This compound was converted with epichlorohydrine into 2-(hydroxymethyl)-5-iodo-7-nitro-1,4-benzodioxane by the method described in J.Ned. Chem. 1965 page 455 for an analogous compound. The substance obtained was ethylated to 2-(ethoxymethyl)-5-iodo-7-nitro-1,4-benzodioxane (melting point of the crude product... As a reaction SMILES: [I-].C[N+]1[CH:7]=[CH:6][N:5]([C:8](/[N:10]=[C:11]2\[S:12][C:13]([CH3:26])=[CH:14][N:15]\2[C:16]2[CH:21]=[CH:20][C:19]([C:22]([F:25])([F:24])[F:23])=[CH:18][CH:17]=2)=[O:9])[CH:4]=1.[CH:27](N(C(C)C)CC)(C)C.CNCCC>C(#N)C>[CH3:4][N:5]([CH2:6][CH2:7][CH3:27])[C:8](/[N:10]=[C:11]1\[S:12][C:13]([CH3:26])=[CH:14][N:15]\1[C:16]1[CH:17]=[CH:18][C:19]([C:22]([F:25])([F:23])[F:24])=[CH:20][CH:21]=1)=[O:9] |f:0.1|. The solvent is C(C)#N (acetonitrile), C(C)#N (acetonitrile), C(C)#N (acetonitrile). Starting materials: CNCCC (N-methylpropan-1-amine), C(C)(C)N(CC)C(C)C (diisopropylethylamine), [I-].C[N+]1=CN(C=C1)C(=O)\N=C\1/SC(=CN1C1=CC=C(C=C1)C(F)(F)F)C (3-methyl-1-({[(2Z)-5-methyl-3-[4-(trifluoromethyl)phenyl]-1,3-thiazol-2(3H)-ylidene]amino}carbonyl)-1H-imidazol-3-ium iodide). Reaction conditions: time 8 hour. Reported procedure: In a 20 mL vial a solution of 3-methyl-1-({[(2Z)-5-methyl-3-[4-(trifluoromethyl)phenyl]-1,3-thiazol-2(3H)-ylidene]amino}carbonyl)-1H-imidazol-3-ium iodide (50 mg, 0.10 mmol, Example 18B) dissolved in acetonitrile (0.6 mL) was added followed by the addition of diisopropylethylamine (28 μL, 0.13 mmol) dissolved in acetonitrile (0.6 mL). Then, to the solution was added N-methylpropan-1-amine (8 mg, 0.11 mmol) dissolved in acetonitrile (0.5 mL). The vial was capped and shaken overnight at room tempe... The product is CN(C(=O)\N=C\1/SC(=CN1C1=CC=C(C=C1)C(F)(F)F)C)CCC (N-methyl-N′-[(2Z)-5-methyl-3-[4-(trifluoromethyl)phenyl]-1,3-thiazol-2(3H)-ylidene]-N-propylurea). The reactants are ClC1=C(C(=C(C=C1)NC=1C(C(C1OCC)=O)=O)O)S(=O)(=O)C (3-(4-chloro-2-hydroxy-3-methanesulfonyl-phenylamino)-4-ethoxy-cyclobut-3-ene-1,2-dione), S1CC(CC1)N (tetrahydrothiophen-3-ylamine). The solvent is CCO (EtOH). Product: ClC1=C(C(=C(C=C1)NC=1C(C(C1NC1CSCC1)=O)=O)O)S(=O)(=O)C (3-(4-Chloro-2-hydroxy-3-methanesulfonyl-phenylamino)-4-(tetrahydrothiophen-3-ylamino)-cyclobut-3-ene-1,2-dione). RXN SMILES: [Cl:1][C:2]1[CH:7]=[CH:6][C:5]([NH:8][C:9]2[C:10](=O)[C:11](=[O:16])[C:12]=2[O:13]CC)=[C:4]([OH:18])[C:3]=1[S:19]([CH3:22])(=[O:21])=[O:20].[S:23]1[CH2:27][CH2:26][CH:25]([NH2:28])[CH2:24]1>CCO>[Cl:1][C:2]1[CH:7]=[CH:6][C:5]([NH:8][C:9]2[C:12](=[O:13])[C:11](=[O:16])[C:10]=2[NH:28][CH:25]2[CH2:26][CH2:27][S:23][CH2:24]2)=[C:4]([OH:18])[C:3]=1[S:19]([CH3:22])(=[O:20])=[O:21]. Procedure details: The title compound is prepared from 3-(4-chloro-2-hydroxy-3-methanesulfonyl-phenylamino)-4-ethoxy-cyclobut-3-ene-1,2-dione analogously to 6-chloro-2-hydroxy-N,N-dimethyl-3-{2-[(R)-1-((2R,5R)-5-methyl-tetrahydrofuran-2-yl)-propylamino]-3,4-dioxo-cyclobut-1-enylamino}-benzenesulfonamide (Example 3) by replacing (R)-1-((2R,5R)-5-methyl-tetrahydrofuran-2-yl)-propylamine p-toluenesulfonate salt with tetrahydrothiophen-3-ylamine. The reaction is carried out in EtOH. The title compound is obtained. MH+... Starting materials: C(C1=CC=CC=C1)OC1=CC(N(C=C1)CC(=O)C1=C(C=C(C=C1)CO)C)=O (4-Benzyloxy-1-[2-(4-hydroxymethyl-2-methyl-phenyl)-2-oxo-ethyl]-1H-pyridin-2-one), P(Br)(Br)Br (phosphorus tribromide). The solvent is C(Cl)Cl (CH2Cl2). Reaction conditions: time 1 hour. The product is C(C1=CC=CC=C1)OC1=CC(N(C=C1)CC(=O)C1=C(C=C(C=C1)CBr)C)=O (4-Benzyloxy-1-[2-(4-bromomethyl-2-methyl-phenyl)-2-oxo-ethyl]-1H-pyridin-2-one). Reaction SMILES: [CH2:1]([O:8][C:9]1[CH:14]=[CH:13][N:12]([CH2:15][C:16]([C:18]2[CH:23]=[CH:22][C:21]([CH2:24]O)=[CH:20][C:19]=2[CH3:26])=[O:17])[C:11](=[O:27])[CH:10]=1)[C:2]1[CH:7]=[CH:6][CH:5]=[CH:4][CH:3]=1.P(Br)(Br)[Br:29]>C(Cl)Cl>[CH2:1]([O:8][C:9]1[CH:14]=[CH:13][N:12]([CH2:15][C:16]([C:18]2[CH:23]=[CH:22][C:21]([CH2:24][Br:29])=[CH:20][C:19]=2[CH3:26])=[O:17])[C:11](=[O:27])[CH:10]=1)[C:2]1[CH:7]=[CH:6][CH:5]=[CH:4][CH:3]=1. Procedure details: To a solution of 4-benzyloxy-1-[2-(4-hydroxymethyl-2-methyl-phenyl)-2-oxo-ethyl]-1H-pyridin-2-one (preparation 1c, 1.10 g, 3.03 mmol) in CH2Cl2 (20 mL) is added slowly phosphorus tribromide (199 μL, 2.12 mmol) at 0° C. The cooling bath is removed and the mixture is stirred for 1 h at room temperature. After cooling, the reaction mixture is quenched with aqueous NaHCO3 solution and extracted with CH2Cl2. The organic layer is washed with water, dried over MgSO4, and concentrated under reduced pres...